Dataset: the Open Reaction Database (ORD), a public repository of structured organic reaction records. Task: describe an organic reaction: reactants, conditions, products, and yield The reactants are CC12C(C(C(CC1)C2)(C)C)C=CC(C)=O (1-(1,3,3-trimethylbicyclo-[2.2.1]hept-2-yl)-1-buten-3-one), Cl (hydrochloric acid), C12(C(=O)CC(CC1)C2(C)C)C (camphor), [OH-].[K+] (potassium hydroxide). Run in CO (methyl alcohol), CO (methyl alcohol). Reaction conditions: temperature 20 celsius, time 6 hour. The product is CC12C(CC(CC1)C2(C)C)CC(CCC2C1(CCC(C2(C)C)C1)C)=O (1-(1,7,7-trimethylbicyclo[2.2.1]hept-2-yl)-4-(1,3,3-trimethylbicyclo[2.2.1]hept-2-yl)butan-2-one). As a reaction SMILES: [CH3:1][C:2]12[CH2:8][CH:5]([CH2:6][CH2:7]1)[C:4]([CH3:10])([CH3:9])[CH:3]2[CH:11]=[CH:12][C:13](=[O:15])[CH3:14].[C:16]12([CH3:26])[C:23]([CH3:25])([CH3:24])[CH:20]([CH2:21][CH2:22]1)[CH2:19][C:17]2=O.[OH-].[K+].Cl>CO>[CH3:26][C:16]12[C:23]([CH3:25])([CH3:24])[CH:20]([CH2:21][CH2:22]1)[CH2:19][CH:17]2[CH2:14][C:13](=[O:15])[CH2:12][CH2:11][CH:3]1[C:4]([CH3:9])([CH3:10])[CH:5]2[CH2:8][C:2]1([CH3:1])[CH2:7][CH2:6]2 |f:2.3|. Reported procedure: 20.6 gm. (0.1 mole) of 1-(1,3,3-trimethylbicyclo-[2.2.1]hept-2-yl)-1-buten-3-one and 18.3 gm. (0.12 mole) of camphor is dissolved in 25 ml. methyl alcohol. A solution of 3.4 gm. of potassium hydroxide in 20 ml. of methyl alcohol is then added over a period of 15 minutes using good agitation and external cooling. The reaction mixture is maintaned at 40° C.-45° C. for 6 hours, cooled to 20° C., made slightly acid by the addition of dilute hydrochloric acid and the residue after solvent stripping u... Reactants: FC=1C=C(C=CC1F)Br (3,4-difluoro-bromobenzene), NC(C#C)(C)C (3-amino-3, 3-dimethyl-1-propine). The reagents and catalysts are [Pd+2].[Cl-].[Cl-].C1(=CC=CC=C1)P(C1=CC=CC=C1)C1=CC=CC=C1.C1(=CC=CC=C1)P(C1=CC=CC=C1)C1=CC=CC=C1 (palladium(II) bis(triphenylphosphine) dichloride), [Cu]I (copper(I) iodide), C1(=CC=CC=C1)P(C1=CC=CC=C1)C1=CC=CC=C1 (triphenylphosphine). Run in C(C)N(CC)CC (triethylamine). The product is NC(C#CC1=CC(=C(C=C1)F)F)(C)C (3-amino-3,3-dimethyl-1-(3,4-difluoro-phenyl)-1-propine). Yield: 87.7%. RXN SMILES: [F:1][C:2]1[CH:3]=[C:4](Br)[CH:5]=[CH:6][C:7]=1[F:8].[NH2:10][C:11]([CH3:15])([CH3:14])[C:12]#[CH:13]>[Pd+2].[Cl-].[Cl-].C1(P(C2C=CC=CC=2)C2C=CC=CC=2)C=CC=CC=1.C1(P(C2C=CC=CC=2)C2C=CC=CC=2)C=CC=CC=1.[Cu]I.C1(P(C2C=CC=CC=2)C2C=CC=CC=2)C=CC=CC=1.C(N(CC)CC)C>[NH2:10][C:11]([CH3:15])([CH3:14])[C:12]#[C:13][C:4]1[CH:5]=[CH:6][C:7]([F:8])=[C:2]([F:1])[CH:3]=1 |f:2.3.4.5.6|. Procedure details: 155 g (0.8 mol) of 3,4-difluoro-bromobenzene and 75 g (0.9 mol) of 3-amino-3, 3-dimethyl-1-propine are introduced into 900 ml of triethylamine. After 2.81 g (0.004 mol) of palladium(II)-bis(triphenylphosphine) dichloride, 3.05 g (0.016 mol) of copper(I) iodide and 8.4 g (0.032 mol) of triphenylphosphine have been added, the reaction mixture is refluxed for 4 hours. It is subsequently filtered, the filtrate is concentrated under a water-pump vacuum, and the residue is distilled under an oil-pump ... The reactants are N[C@H](C(=O)O)[C@@H](CC)O ((2S*,3R*)-2-amino-3-hydroxy-pentanoic acid), C(=O)(O)[O-].[Na+] (NaHCO3), C(OC1=NC=CC(=C1C)C1=CC=C(C=C1)C1=CC=CC=C1)([O-])=O ((4-phenylphenyl)-methyl-2-pyridyl carbonate), C1(=CC=CC=C1)C1=CC=C(C=C1)C1=C(C(N(C=C1)C(=O)[O-])=O)C ((4-phenylphenyl)-methyl-2-oxopyridine-1-carboxylate). Run in O (H2O), C1CCOC1 (THF). Conditions: time 15 hour. Yields the product O[C@@H]([C@@H](C(=O)O)N(C(=O)OC)C1=CC=C(C=C1)C1=CC=CC=C1)CC ((2S*,3R*)-3-hydroxy-2-[(4-phenylphenyl)-methoxy-carbonylamino]-pentanoic acid). Yield: 93.0%. RXN SMILES: [NH2:1][C@@H:2]([C@H:6]([OH:9])[CH2:7][CH3:8])[C:3]([OH:5])=[O:4].C([O-])(O)=O.[Na+].[C:15](=O)([O-:36])[O:16][C:17]1C(C)=C(C2C=CC(C3C=CC=CC=3)=CC=2)C=CN=1.[C:38]1([C:44]2[CH:49]=[CH:48][C:47](C3C=CN(C([O-])=O)C(=O)C=3C)=[CH:46][CH:45]=2)[CH:43]=[CH:42][CH:41]=[CH:40][CH:39]=1>O.C1COCC1>[OH:9][C@H:6]([CH2:7][CH3:8])[C@H:2]([N:1]([C:47]1[CH:46]=[CH:45][C:44]([C:38]2[CH:39]=[CH:40][CH:41]=[CH:42][CH:43]=2)=[CH:49][CH:48]=1)[C:15]([O:16][CH3:17])=[O:36])[C:3]([OH:5])=[O:4] |f:1.2|. Procedure: To a stirred mixture of (2S*,3R*)-2-amino-3-hydroxy-pentanoic acid (0.068 g, 0.51 mmol) and NaHCO3 (0.128 g, 1.53 mmol) in H2O (2.0 mL), at rt, the isomeric mixture containing (4-phenylphenyl)-methyl-2-pyridyl carbonate and (4-phenylphenyl)-methyl-2-oxopyridine-1-carboxylate (0.233 g, 0.77 mmol) [prepared as for example 17, step 1] in THF (2.0 mL) was added. After 15 h at rt, the crude mixture was rotary evaporated to remove the organics and subsequently extracted with Et2O (3×10 mL). The aqueou... Starting materials: ClCCl, Cl, N#Cc1ccc(CCSc2cccc(N)c2)cc1, O=S(=O)(Cl)c1ccccc1, c1ccncc1. The product is N#Cc1ccc(CCSc2cccc(NS(=O)(=O)c3ccccc3)c2)cc1. RXN SMILES: [Cl:36][CH2:37][Cl:38].[ClH:29].[NH2:11][c:12]1[cH:13][c:14]([S:18][CH2:19][CH2:20][c:21]2[cH:22][cH:23][c:24]([C:27]#[N:28])[cH:25][cH:26]2)[cH:15][cH:16][cH:17]1.[c:1]1([S:7](=[O:8])(=[O:9])[Cl:10])[cH:2][cH:3][cH:4][cH:5][cH:6]1.[cH:30]1[cH:31][cH:32][n:33][cH:34][cH:35]1>>[c:1]1([S:7](=[O:8])(=[O:9])[NH:11][c:12]2[cH:13][c:14]([S:18][CH2:19][CH2:20][c:21]3[cH:22][cH:23][c:24]([C:27]#[N:28])[cH:25][cH:26]3)[cH:15][cH:16][cH:17]2)[cH:2][cH:3][cH:4][cH:5][cH:6]1. The reactants are Cl.NO (hydroxylamine hydrochloride), C1(=CC=CC=C1)CC1=C(C=CC=C1)C1(CCC(CC1)=O)O (1-[2-(phenylmethyl)phenyl]-4-oxocyclohexanol), C(C)(=O)[O-].[Na+] (sodium acetate). The solvent is O (H2O), C(C)O (ethanol), O (H2O). Product: C1(=CC=CC=C1)CC1=C(C=CC=C1)C1(CCC(CC1)=NO)O (1-[2-(phenylmethyl)phenyl]-4-oxocyclohexanol oxime). The yield is 93.0%. Reaction SMILES: [C:1]1([CH2:7][C:8]2[CH:13]=[CH:12][CH:11]=[CH:10][C:9]=2[C:14]2([OH:21])[CH2:19][CH2:18][C:17](=O)[CH2:16][CH2:15]2)[CH:6]=[CH:5][CH:4]=[CH:3][CH:2]=1.C([O-])(=O)C.[Na+].Cl.[NH2:28][OH:29]>C(O)C.O>[C:1]1([CH2:7][C:8]2[CH:13]=[CH:12][CH:11]=[CH:10][C:9]=2[C:14]2([OH:21])[CH2:19][CH2:18][C:17](=[N:28][OH:29])[CH2:16][CH2:15]2)[CH:6]=[CH:5][CH:4]=[CH:3][CH:2]=1 |f:1.2,3.4|. Procedure details: To a solution of 2.00 g of 1-[2-(phenylmethyl)phenyl]-4-oxocyclohexanol of Example 4 in 100 ml of 95% ethanol is added a solution of 1.2 g of sodium acetate in 10 ml of H2O and a solution of 1.0 g of hydroxylamine hydrochloride in 4 ml of H2O and the mixture is refluxed for 90 minutes. The solvents are removed under reduced pressure and the product is crystallized from ethanol-H2O (20 ml-100 ml) and dried (P2O5 --40°) in vacuo to provide 1.96 g of 1-[2-(phenylmethyl)phenyl]-4-oxocyclohexanol oxi...